The task is: describe an organic reaction: reactants, conditions, products, and yield. This data is from the Open Reaction Database (ORD), a public repository of structured organic reaction records. Reactants: B(F)(F)F.CCOCC (Boron trifluoride diethyl etherate), COC=1C=C(C(=O)O)C=CC1[N+](=O)[O-] (3-methoxy-4-nitrobenzoic acid). The solvent is CO (methanol). Yields the product COC(C1=CC(=C(C=C1)[N+](=O)[O-])OC)=O (3-methoxy-4-nitro-benzoic acid methyl ester). Isolated yield 101.8%. As a reaction SMILES: B(F)(F)F.[CH3:5]COCC.[CH3:10][O:11][C:12]1[CH:13]=[C:14]([CH:18]=[CH:19][C:20]=1[N+:21]([O-:23])=[O:22])[C:15]([OH:17])=[O:16]>CO>[CH3:5][O:16][C:15](=[O:17])[C:14]1[CH:18]=[CH:19][C:20]([N+:21]([O-:23])=[O:22])=[C:12]([O:11][CH3:10])[CH:13]=1 |f:0.1|. Procedure details: Boron trifluoride diethyl etherate (2 mL, 16.3 mmol) was added to a suspension of 3-methoxy-4-nitrobenzoic acid (1.0 g, 5.07 mmol) in anhydrous methanol (15 mL) and the resulting mixture was heated at reflux for 24 hours. The solvent was evaporated under reduced pressure and the residue was partitioned between water and dichloromethane; the aqueous layer was extracted 3 times with dichloromethane. The combined organic extracts were dried over anhydrous sodium sulfate, filtered and evaporated und... Starting materials: CCC(CC)(c1ccc(C=CC2(O)CCCCCC2)c(C)c1)c1ccc(-c2ccc(CC(=O)OC)cc2)c(C)c1, CO, [Cl-], [NH4+], [Na+], [OH-]. The product is CCC(CC)(c1ccc(C=CC2(O)CCCCCC2)c(C)c1)c1ccc(-c2ccc(CC(=O)O)cc2)c(C)c1. Reaction SMILES: [CH3:3][O:4][C:5]([CH2:6][c:7]1[cH:8][cH:9][c:10](-[c:13]2[c:14]([CH3:41])[cH:15][c:16]([C:19]([CH2:20][CH3:21])([c:22]3[cH:23][c:24]([CH3:38])[c:25]([CH:28]=[CH:29][C:30]4([OH:37])[CH2:31][CH2:32][CH2:33][CH2:34][CH2:35][CH2:36]4)[cH:26][cH:27]3)[CH2:39][CH3:40])[cH:17][cH:18]2)[cH:11][cH:12]1)=[O:42].[CH3:45][OH:46].[Cl-:43].[NH4+:44].[Na+:2].[OH-:1]>>[O:4]=[C:5]([CH2:6][c:7]1[cH:8][cH:9][c:10](-[c:13]2[c:14]([CH3:41])[cH:15][c:16]([C:19]([CH2:20][CH3:21])([c:22]3[cH:23][c:24]([CH3:38])[c:25]([CH:28]=[CH:29][C:30]4([OH:37])[CH2:31][CH2:32][CH2:33][CH2:34][CH2:35][CH2:36]4)[cH:26][cH:27]3)[CH2:39][CH3:40])[cH:17][cH:18]2)[cH:11][cH:12]1)[OH:42].